This data is from the Open Reaction Database (ORD), a public repository of structured organic reaction records. The task is: describe an organic reaction: reactants, conditions, products, and yield The yield is 43.0%. Product: C(#N)C=1C=C(C=CC1)C1=NOC(=C1)C(=O)O (3-(3-cyanophenyl)-isoxazole-5-carboxylic acid). Reaction conditions: time 5 hour. Run in O (water). The reactants are C(=O)(OC)C=1C(=NOC1)C1=CC(=CC=C1)C#N (4-carbomethoxy-3-(3-cyanophenyl)isoxazole), O.[OH-].[Li+] (lithium hydroxide monohydrate), CO (methanol), Cl (HCl). Reported procedure: A mixture of 0.90 g (3.9 mmol) of 4-carbomethoxy-3-(3-cyanophenyl)isoxazole, 0.25 g (6.0 mmol) of lithium hydroxide monohydrate in 1 mL water and 2 mL methanol is stirred under N2 for 5 hours. The reaction mixture was acidified to pH 3 with 1N HCl, extracted with 10 mL EtOAc three times, dried with MgSO4 and concentrated in vacuo to give 0.36 g (43%) of the desired acid. 1H NMR (CDCl3) δ: 8.94 (s, 1H); 8.01 (s, 1H); 7.94 (d, 1H); 7.60 (d, 2H); 7.43 (t, 1H). As a reaction SMILES: C([C:5]1[C:6]([C:10]2[CH:15]=[CH:14][CH:13]=[C:12]([C:16]#[N:17])[CH:11]=2)=[N:7][O:8][CH:9]=1)(OC)=O.[OH2:18].[OH-:19].[Li+].Cl.[CH3:22]O>O>[C:16]([C:12]1[CH:11]=[C:10]([C:6]2[CH:5]=[C:9]([C:22]([OH:19])=[O:18])[O:8][N:7]=2)[CH:15]=[CH:14][CH:13]=1)#[N:17] |f:1.2.3|. Procedure: 37.5 g of 3,3-dimethyl-4-pentenoic acid methyl ester, 102 g of 1,1,1,2-tetrachloro-2,2-difluoroethane, 22 g of acetonitrile, 325 mg of FeCl3.6H2O, 255 mg of benzoin and 200 mg of dimethylamine hydrochloride were heated to 100°-120° C. in a 250 ml VA autoclave under 6 bars of nitrogen for 7 hours. Distillation of the mixture gave 3,3-dimethyl-4,6,6,7-tetrachloro-7,7-difluoroenanthic acid methyl ester of boiling point 129°-134° C./0.7-0.9 m bar. Refractive index: nD20 =1.4680. ##STR8## Reaction SMILES: [CH3:1][O:2][C:3](=[O:10])[CH2:4][C:5]([CH3:9])([CH3:8])[CH:6]=[CH2:7].[Cl:11][C:12](Cl)([Cl:17])[C:13]([Cl:16])([F:15])[F:14].C1(C(C(C2C=CC=CC=2)O)=O)C=CC=CC=1.[ClH:35].CNC>C(#N)C>[CH3:1][O:2][C:3](=[O:10])[CH2:4][C:5]([CH3:9])([CH3:8])[CH:6]([Cl:35])[CH2:7][C:12]([Cl:17])([Cl:11])[C:13]([Cl:16])([F:15])[F:14] |f:3.4|. The solvent is C(C)#N (acetonitrile). The reactants are COC(CC(C=C)(C)C)=O (3,3-dimethyl-4-pentenoic acid methyl ester), ClC(C(F)(F)Cl)(Cl)Cl (1,1,1,2-tetrachloro-2,2-difluoroethane), FeCl3.6H2O, C1(=CC=CC=C1)C(=O)C(O)C1=CC=CC=C1 (benzoin), Cl.CNC (dimethylamine hydrochloride). The product is COC(CC(C(CC(C(F)(F)Cl)(Cl)Cl)Cl)(C)C)=O (3,3-dimethyl-4,6,6,7-tetrachloro-7,7-difluoroenanthic acid methyl ester). Reactants: COCCO, O=CN1CCNCC1, COCCC#Cc1cc(Cl)c(Nc2ncnc3cc(OCCCCl)c(OC)cc23)c2c1OCO2. Product: COCCC#Cc1cc(Cl)c(Nc2ncnc3cc(OCCCN4CCN(C=O)CC4)c(OC)cc23)c2c1OCO2. Reaction SMILES: [CH3:43][O:44][CH2:45][CH2:46][OH:47].[CH:35](=[O:36])[N:37]1[CH2:38][CH2:39][NH:40][CH2:41][CH2:42]1.[Cl:1][c:2]1[c:3]([NH:17][c:18]2[n:19][cH:20][n:21][c:22]3[cH:23][c:24]([O:30][CH2:31][CH2:32][CH2:33][Cl:34])[c:25]([O:28][CH3:29])[cH:26][c:27]23)[c:4]2[c:5]([c:9]([C:11]#[C:12][CH2:13][CH2:14][O:15][CH3:16])[cH:10]1)[O:6][CH2:7][O:8]2>>[Cl:1][c:2]1[c:3]([NH:17][c:18]2[n:19][cH:20][n:21][c:22]3[cH:23][c:24]([O:30][CH2:31][CH2:32][CH2:33][N:40]4[CH2:39][CH2:38][N:37]([CH:35]=[O:36])[CH2:42][CH2:41]4)[c:25]([O:28][CH3:29])[cH:26][c:27]23)[c:4]2[c:5]([c:9]([C:11]#[C:12][CH2:13][CH2:14][O:15][CH3:16])[cH:10]1)[O:6][CH2:7][O:8]2. The reactants are NN1CCC(N2CCCC2)CC1, CC(Oc1nc(-c2cccc(C(=O)O)c2)cnc1N)c1c(Cl)ccc(F)c1Cl. Yields the product CC(Oc1nc(-c2cccc(C(=O)N3CCC(N4CCCC4)CC3)c2)cnc1N)c1c(Cl)ccc(F)c1Cl. Reaction SMILES: [N:29]1([CH:34]2[CH2:35][CH2:36][N:37]([NH2:40])[CH2:38][CH2:39]2)[CH2:30][CH2:31][CH2:32][CH2:33]1.[NH2:1][c:2]1[n:3][cH:4][c:5](-[c:20]2[cH:21][c:22]([C:23](=[O:24])[OH:25])[cH:26][cH:27][cH:28]2)[n:6][c:7]1[O:8][CH:9]([CH3:10])[c:11]1[c:12]([Cl:19])[c:13]([F:18])[cH:14][cH:15][c:16]1[Cl:17]>>[NH2:1][c:2]1[n:3][cH:4][c:5](-[c:20]2[cH:21][c:22]([C:23](=[O:24])[N:37]3[CH2:36][CH2:35][CH:34]([N:29]4[CH2:30][CH2:31][CH2:32][CH2:33]4)[CH2:39][CH2:38]3)[cH:26][cH:27][cH:28]2)[n:6][c:7]1[O:8][CH:9]([CH3:10])[c:11]1[c:12]([Cl:19])[c:13]([F:18])[cH:14][cH:15][c:16]1[Cl:17]. Starting materials: ClCC(=O)N1C2=C(N(C([C@@H]3[C@H]1CCC3)=O)CC3=CC=C(C=C3)NC(=O)NCC3=CC=C(C=C3)OC)C=CC=C2 ((3aR*,10aS*)-4-(chloroacetyl)-9-[4-[3-(4-methoxybenzyl)ureido]benzyl]-2,3,3a,4,9,10a-hexahydro-benzo[b]cyclopenta[e][1,4]diazepin-10(1H)-one), C(C)O.C(C)OCC (ethanol diethyl ether). The product is COC1=CC=C(CNC(NC2=CC=C(CN3C4=C(N([C@H]5[C@@H](C3=O)CCC5)C(CN5C(C=3C(C5=O)=CC=CC3)=O)=O)C=CC=C4)C=C2)=O)C=C1 ((3aR*,10aS*)-9-[4-[3-(4-Methoxybenzyl)ureido]-benzyl]-4-(phthalimidoacetyl)-2,3,3a,4,9,10a-hexahydro-benzo[b]cyclopenta[e][1,4]diazepin-10(1H)-one). Isolated yield 38.0%. As a reaction SMILES: Cl[CH2:2][C:3]([N:5]1[C@@H:11]2[CH2:12][CH2:13][CH2:14][C@@H:10]2[C:9](=[O:15])[N:8]([CH2:16][C:17]2[CH:22]=[CH:21][C:20]([NH:23][C:24]([NH:26][CH2:27]C3C=CC(OC)=CC=3)=[O:25])=[CH:19][CH:18]=2)[C:7]2[CH:36]=[CH:37][CH:38]=[CH:39][C:6]1=2)=[O:4].[CH2:40]([OH:42])[CH3:41].[CH2:43]([O:45][CH2:46][CH3:47])C>>[CH3:43][O:45][C:46]1[CH:47]=[CH:36][C:7]([CH2:27][NH:26][C:24](=[O:25])[NH:23][C:20]2[CH:19]=[CH:18][C:17]([CH2:16][N:8]3[C:9](=[O:15])[C@H:10]4[CH2:11][CH2:12][CH2:13][C@H:14]4[N:5]([C:3](=[O:4])[CH2:2][N:8]4[C:40](=[O:42])[C:41]5=[CH:14][CH:13]=[CH:12][CH:11]=[C:10]5[C:9]4=[O:15])[C:6]4[CH:39]=[CH:38][CH:37]=[CH:36][C:7]3=4)=[CH:22][CH:21]=2)=[CH:6][CH:39]=1 |f:1.2|. Reported procedure: Using (3aR*,10aS*)-4-(chloroacetyl)-9-[4-[3-(4-methoxybenzyl)ureido]benzyl]-2,3,3a,4,9,10a-hexahydro-benzo[b]cyclopenta[e][1,4]diazepin-10(1H)-one, the title compound was synthesized in otherwise the same manner as Example 30. Yield 38%, m.p. 155.5°-158.5° C. (ethanol-diethyl ether). The reactants are C1(CC1)N (cyclopropanamine), O (water), FC(C1=NN(C(=C1)C(F)F)CC(=O)N1CCC(CC1)C=1SC=C(N1)C1=NOC(C1)C1=C(C(=O)O)C=CC=C1)F (2-{3-[2-(1-{[3,5-bis(difluoromethyl)-1H-pyrazol-1-yl]acetyl}piperidin-4-yl)-1,3-thiazol-4-yl]-4,5-dihydro-1,2-oxazol-5-yl}benzoic acid), C(C)N=C=NCCCN(C)C (1-ethyl-3-(3′-dimethylaminopropyl)carbodiimide). Reagents/catalysts: CN(C1=CC=NC=C1)C (4-dimethylaminopyridine). Run in ClCCl (dichloromethane). Reaction conditions: time 3 hour. Product: FC(C1=NN(C(=C1)C(F)F)CC(=O)N1CCC(CC1)C=1SC=C(N1)C1=NOC(C1)C1=C(C(=O)NC2CC2)C=CC=C1)F (2-{3-[2-(1-{[3,5-Bis(difluoromethyl)-1H-pyrazol-1-yl]acetyl}piperidin-4-yl)-1,3-thiazol-4-yl]-4,5-dihydro-1,2-oxazol-5-yl}-N-cyclopropylbenzamide). RXN SMILES: [F:1][CH:2]([F:39])[C:3]1[CH:7]=[C:6]([CH:8]([F:10])[F:9])[N:5]([CH2:11][C:12]([N:14]2[CH2:19][CH2:18][CH:17]([C:20]3[S:21][CH:22]=[C:23]([C:25]4[CH2:29][CH:28]([C:30]5[CH:38]=[CH:37][CH:36]=[CH:35][C:31]=5[C:32]([OH:34])=O)[O:27][N:26]=4)[N:24]=3)[CH2:16][CH2:15]2)=[O:13])[N:4]=1.[CH:40]1([NH2:43])[CH2:42][CH2:41]1.C(N=C=NCCCN(C)C)C.O>ClCCl.CN(C)C1C=CN=CC=1>[F:39][CH:2]([F:1])[C:3]1[CH:7]=[C:6]([CH:8]([F:9])[F:10])[N:5]([CH2:11][C:12]([N:14]2[CH2:15][CH2:16][CH:17]([C:20]3[S:21][CH:22]=[C:23]([C:25]4[CH2:29][CH:28]([C:30]5[CH:38]=[CH:37][CH:36]=[CH:35][C:31]=5[C:32]([NH:43][CH:40]5[CH2:42][CH2:41]5)=[O:34])[O:27][N:26]=4)[N:24]=3)[CH2:18][CH2:19]2)=[O:13])[N:4]=1. Procedure: To a solution of 2-{3-[2-(1-{[3,5-bis(difluoromethyl)-1H-pyrazol-1-yl]acetyl}piperidin-4-yl)-1,3-thiazol-4-yl]-4,5-dihydro-1,2-oxazol-5-yl}benzoic acid (105 mg) in dichloromethane (10 ml) are added, at room temperature, cyclopropanamine (11 mg), 4-dimethylaminopyridine (2 mg) and 1-ethyl-3-(3′-dimethylaminopropyl)carbodiimide (37 mg). The mixture is stirred at room temperature for 3 hours and then admixed with water. The aqueous phase is removed and extracted with ethyl acetate. The combined org... Starting materials: O=C(OO)c1cccc(Cl)c1, ClCCl, FC(F)c1nc2ccccc2n1-c1nc(N2CCOCC2)nc(N2CCSCC2)n1, O. Yields the product O=S1CCN(c2nc(N3CCOCC3)nc(-n3c(C(F)F)nc4ccccc43)n2)CC1. As a reaction SMILES: [Cl:31][c:32]1[cH:33][cH:34][cH:35][c:36]([C:37]([O:38][OH:40])=[O:39])[cH:41]1.[Cl:43][CH2:44][Cl:45].[F:1][CH:2]([c:3]1[n:4][c:5]2[c:6]([n:7]1-[c:8]1[n:9][c:10]([N:20]3[CH2:21][CH2:22][S:23][CH2:24][CH2:25]3)[n:11][c:12]([N:14]3[CH2:15][CH2:16][O:17][CH2:18][CH2:19]3)[n:13]1)[cH:26][cH:27][cH:28][cH:29]2)[F:30].[OH2:42]>>[F:1][CH:2]([c:3]1[n:4][c:5]2[c:6]([n:7]1-[c:8]1[n:9][c:10]([N:20]3[CH2:21][CH2:22][S:23](=[O:39])[CH2:24][CH2:25]3)[n:11][c:12]([N:14]3[CH2:15][CH2:16][O:17][CH2:18][CH2:19]3)[n:13]1)[cH:26][cH:27][cH:28][cH:29]2)[F:30]. The reactants are ClC1=CC2=C(C(=N1)O[C@H](C)[C@@H]1CC(N(C1)[C@H](C)C1=CC=C(C=C1)OC)=O)N(C(=N2)C)C ((R)-4-((R)-1-(6-chloro-2,3-dimethyl-3H-imidazo[4,5-c]pyridin-4-yloxy)ethyl)-1-((R)-1-(4-methoxyphenyl)ethyl)pyrrolidin-2-one), COC=1C=C(C=CC1OC)B(O)O (3,4-dimethoxyphenylboronic acid), OP(=O)([O-])[O-].[K+].[K+] (K2HPO4), CC(C)C1=CC(=C(C(=C1)C(C)C)C2=C(C=CC=C2)P(C3CCCCC3)C4CCCCC4)C(C)C (X-phos). The reagents and catalysts are C=1C=CC(=CC1)/C=C/C(=O)/C=C/C2=CC=CC=C2.C=1C=CC(=CC1)/C=C/C(=O)/C=C/C2=CC=CC=C2.C=1C=CC(=CC1)/C=C/C(=O)/C=C/C2=CC=CC=C2.[Pd].[Pd] (Pd2(dba)3). Run in C(C)(C)O (isopropanol). Reaction conditions: temperature 100 celsius. Product: COC=1C=C(C=CC1OC)C1=CC2=C(C(=N1)O[C@H](C)[C@@H]1CC(NC1)=O)N(C(=N2)C)C ((R)-4-((R)-1-(6-(3,4-dimethoxyphenyl)-2,3-dimethyl-3H-imidazo[4,5-c]pyridin-4-yloxy)ethyl)pyrrolidin-2-one). As a reaction SMILES: Cl[C:2]1[N:7]=[C:6]([O:8][C@@H:9]([C@H:11]2[CH2:15][N:14]([C@@H](C3C=CC(OC)=CC=3)C)[C:13](=[O:26])[CH2:12]2)[CH3:10])[C:5]2[N:27]([CH3:31])[C:28]([CH3:30])=[N:29][C:4]=2[CH:3]=1.[CH3:32][O:33][C:34]1[CH:35]=[C:36](B(O)O)[CH:37]=[CH:38][C:39]=1[O:40][CH3:41].OP([O-])([O-])=O.[K+].[K+].CC(C1C=C(C(C)C)C(C2C=CC=CC=2P(C2CCCCC2)C2CCCCC2)=C(C(C)C)C=1)C>C(O)(C)C.C1C=CC(/C=C/C(/C=C/C2C=CC=CC=2)=O)=CC=1.C1C=CC(/C=C/C(/C=C/C2C=CC=CC=2)=O)=CC=1.C1C=CC(/C=C/C(/C=C/C2C=CC=CC=2)=O)=CC=1.[Pd].[Pd]>[CH3:32][O:33][C:34]1[CH:35]=[C:36]([C:2]2[N:7]=[C:6]([O:8][C@@H:9]([C@H:11]3[CH2:15][NH:14][C:13](=[O:26])[CH2:12]3)[CH3:10])[C:5]3[N:27]([CH3:31])[C:28]([CH3:30])=[N:29][C:4]=3[CH:3]=2)[CH:37]=[CH:38][C:39]=1[O:40][CH3:41] |f:2.3.4,7.8.9.10.11|. Procedure: In a microwave vial, (R)-4-((R)-1-(6-chloro-2,3-dimethyl-3H-imidazo[4,5-c]pyridin-4-yloxy)ethyl)-1-((R)-1-(4-methoxyphenyl)ethyl)pyrrolidin-2-one 2.48 (0.1 g, 0.22 mmol), 3,4-dimethoxyphenylboronic acid (43 mg, 0.23 mmol), K2HPO4 (154 mg, 0.67 mmol), X-phos (54 mg, 0.11 mmol) and Pd2(dba)3 (21 mg, 0.023 mmol) were added. Vial was sealed and reagents were taken up in isopropanol (5 mL). After evacuating and backfilling with argon, mixture was heated at 100° C. for one to three hours. After coolin... The reactants are ClCCl, CN(C)C, COc1ccnc(CSc2nc3cc4c(cc3[nH]2)OC(F)(F)C(F)(Cl)O4)c1C, O=C(OO)c1cccc(Cl)c1. Yields the product COc1ccnc(CS(=O)c2nc3cc4c(cc3[nH]2)OC(F)(F)C(F)(Cl)O4)c1C. RXN SMILES: [CH2:44]([Cl:45])[Cl:46].[CH3:40][N:41]([CH3:42])[CH3:43].[Cl:12][C:13]1([F:39])[C:14]([F:37])([F:38])[O:15][c:16]2[c:17]([cH:18][c:19]3[c:20]([nH:21][c:22]([S:24][CH2:25][c:26]4[n:27][cH:28][cH:29][c:30]([O:33][CH3:34])[c:31]4[CH3:32])[n:23]3)[cH:35]2)[O:36]1.[Cl:1][c:2]1[cH:3][c:4]([C:9](=[O:6])[O:10][OH:11])[cH:5][cH:7][cH:8]1>>[O:6]=[S:24]([c:22]1[nH:21][c:20]2[c:19]([cH:18][c:17]3[c:16]([cH:35]2)[O:15][C:14]([F:37])([F:38])[C:13]([Cl:12])([F:39])[O:36]3)[n:23]1)[CH2:25][c:26]1[n:27][cH:28][cH:29][c:30]([O:33][CH3:34])[c:31]1[CH3:32].